describe an organic reaction: reactants, conditions, products, and yield From a dataset of the Open Reaction Database (ORD), a public repository of structured organic reaction records. The reactants are COC(COCCCCN1[C@H](CCC1=O)\C=C\C(CC1=CC(=CC=C1)Cl)=O)=O ((4-{(R)-2-[(E)-4-(3-chlorophenyl)-3-oxo-but-1-enyl]-5-oxo-pyrrolidin-1-yl}-butoxy)-acetic acid methyl ester). The reagents and catalysts are [Pd] (Pd/C). Solvent: CO (methanol). Reaction conditions: time 3.5 hour. Product: COC(COCCCCN1[C@@H](CCC1=O)CCC(CC1=CC(=CC=C1)Cl)=O)=O ((4-{(R)-2-[4-(3-Chlorophenyl)-3-oxo-butyl]-5-oxo-pyrrolidin-1-yl}-butoxy)-acetic acid methyl ester). The yield is 102.8%. RXN SMILES: [CH3:1][O:2][C:3](=[O:28])[CH2:4][O:5][CH2:6][CH2:7][CH2:8][CH2:9][N:10]1[C:14](=[O:15])[CH2:13][CH2:12][C@@H:11]1/[CH:16]=[CH:17]/[C:18](=[O:27])[CH2:19][C:20]1[CH:25]=[CH:24][CH:23]=[C:22]([Cl:26])[CH:21]=1>CO.[Pd]>[CH3:1][O:2][C:3](=[O:28])[CH2:4][O:5][CH2:6][CH2:7][CH2:8][CH2:9][N:10]1[C:14](=[O:15])[CH2:13][CH2:12][C@H:11]1[CH2:16][CH2:17][C:18](=[O:27])[CH2:19][C:20]1[CH:25]=[CH:24][CH:23]=[C:22]([Cl:26])[CH:21]=1. Procedure: Pd/C (6 mg, 10 wt %) was added to a solution of (4-{(R)-2-[(E)-4-(3-chlorophenyl)-3-oxo-but-1-enyl]-5-oxo-pyrrolidin-1-yl}-butoxy)-acetic acid methyl ester (59 mg, 0.14 mmol) in methanol (2 mL). The reaction mixture was evacuated and refilled with hydrogen (3×) then stirred at rt under a balloon of hydrogen for 3.5 h. The reaction mixture was filtered through celite, washing with methanol (5 mL). The filtrate was concentrated in vacuo to afford 59 mg (99%) of (4-{(R)-2-[4-(3-Chlorophenyl)-3-oxo-... Starting materials: C(OC(C)OC(C(C)C)=O)(SC)=O (O-(1-Isobutanoyloxyethyl) S-methyl thiocarbonate), ClC(=O)OCCl (chloromethyl chloroformate), C1(CCCCC1)C(=O)O (cyclohexanecarboxylic acid). Product: C(OCOC(=O)C1CCCCC1)(SC)=O (O-(cyclohexanoyloxymethyl) S-methyl thiocarbonate). RXN SMILES: [C:1](=[O:13])([S:11][CH3:12])[O:2][CH:3]([O:5][C:6](=[O:10])[CH:7]([CH3:9])[CH3:8])C.ClC(OCCl)=O.[CH:20]1(C(O)=O)[CH2:25]CCC[CH2:21]1>>[C:1](=[O:13])([S:11][CH3:12])[O:2][CH2:3][O:5][C:6]([CH:7]1[CH2:9][CH2:25][CH2:20][CH2:21][CH2:8]1)=[O:10]. Procedure details: Following the procedures for synthesizing O-(1-isobutanoyloxyethyl) S-methyl thiocarbonate (2) and replacing 1-chloroethyl chloroformate with chloromethyl chloroformate in Step A and replacing isobutyric acid with cyclohexanecarboxylic acid in Step B affords O-(cyclohexanoyloxymethyl) S-methyl thiocarbonate (10) as an oil.